Dataset: the Open Reaction Database (ORD), a public repository of structured organic reaction records. Task: describe an organic reaction: reactants, conditions, products, and yield Starting materials: COC(CC1=CC(=CC=C1)OC1=C(C=C(C=C1)C(F)(F)F)CNCC)=O ([3-(2-ethylaminomethyl-4-trifluoromethyl-phenoxy)-phenyl]-acetic acid methyl ester), C(C1=CC=CC=C1)(=O)Cl (benzoyl chloride). The product is COC(CC1=CC(=CC=C1)OC1=C(C=C(C=C1)C(F)(F)F)CN(CC)C(C1=CC=CC=C1)=O)=O ((3-{2-[(Benzoyl-ethyl-amino)-methyl]-4-trifluoromethyl-phenoxy}-phenyl)-acetic acid methyl ester). Reaction SMILES: [CH3:1][O:2][C:3](=[O:26])[CH2:4][C:5]1[CH:10]=[CH:9][CH:8]=[C:7]([O:11][C:12]2[CH:17]=[CH:16][C:15]([C:18]([F:21])([F:20])[F:19])=[CH:14][C:13]=2[CH2:22][NH:23][CH2:24][CH3:25])[CH:6]=1.[C:27](Cl)(=[O:34])[C:28]1[CH:33]=[CH:32][CH:31]=[CH:30][CH:29]=1>>[CH3:1][O:2][C:3](=[O:26])[CH2:4][C:5]1[CH:10]=[CH:9][CH:8]=[C:7]([O:11][C:12]2[CH:17]=[CH:16][C:15]([C:18]([F:20])([F:19])[F:21])=[CH:14][C:13]=2[CH2:22][N:23]([C:27](=[O:34])[C:28]2[CH:33]=[CH:32][CH:31]=[CH:30][CH:29]=2)[CH2:24][CH3:25])[CH:6]=1. Procedure: Prepared according to the procedure described in Example 15, Step 7, using the following starting materials: [3-(2-ethylaminomethyl-4-trifluoromethyl-phenoxy)-phenyl]-acetic acid methyl ester and benzoyl chloride. Starting materials: CCOC(=N)CCc1ccccc1, O=C(N1CCNCC1)C(O)(c1ccccc1)C1CCCC1, CCN(C(C)C)C(C)C, Cl, CN(C)C=O. Product: N=C(CCc1ccccc1)N1CCN(C(=O)C(O)(c2ccccc2)C2CCCC2)CC1, Cl. As a reaction SMILES: [CH2:1]([O:2][C:4]([CH2:5][CH2:6][c:7]1[cH:8][cH:9][cH:10][cH:11][cH:12]1)=[NH:13])[CH3:3].[CH:15]1([C:20]([C:21](=[O:22])[N:23]2[CH2:24][CH2:25][NH:26][CH2:27][CH2:28]2)([c:29]2[cH:30][cH:31][cH:32][cH:33][cH:34]2)[OH:35])[CH2:16][CH2:17][CH2:18][CH2:19]1.[CH:36]([N:37]([CH2:38][CH3:39])[CH:40]([CH3:41])[CH3:42])([CH3:43])[CH3:44].[ClH:14].[O:45]=[CH:46][N:47]([CH3:48])[CH3:49]>>[C:4]([CH2:5][CH2:6][c:7]1[cH:8][cH:9][cH:10][cH:11][cH:12]1)(=[NH:13])[N:26]1[CH2:25][CH2:24][N:23]([C:21]([C:20]([CH:15]2[CH2:16][CH2:17][CH2:18][CH2:19]2)([c:29]2[cH:30][cH:31][cH:32][cH:33][cH:34]2)[OH:35])=[O:22])[CH2:28][CH2:27]1.[ClH:14].